This data is from the Open Reaction Database (ORD), a public repository of structured organic reaction records. The task is: describe an organic reaction: reactants, conditions, products, and yield Isolated yield 92.3%. Yields the product NC(C)C=1C=C(C=CC1)O (3-(1-aminoethyl)phenol). Run in CO (methanol). The reagents and catalysts are [Pd] (Palladium on carbon). Starting materials: Cl (HCl), OC=1C=C(C=CC1)C(C)=NO (1-(3-Hydroxyphenyl)ethanone oxime), OCC1(O)[C@H](O)[C@H](O)[C@H](O)CO1 (Psi). Procedure details: 1-(3-Hydroxyphenyl)ethanone oxime (1.2 g; 7.9 mmol) was dissolved in methanol (20 mL), degassed with nitrogen. 10% Palladium on carbon (0.1 g) and conc. HCl (100 uL, 3 mmol) were added. The reaction was shaken under Parr shaker at 50 Psi for 5 h. The reaction was filtered and concentrated under reduced pressure to give crude 3-(1-aminoethyl)phenol (1.0 g, 100%) as a yellow oil. Analytical LCMS (M+H)+: m/z=138.0. As a reaction SMILES: [OH:1][C:2]1[CH:3]=[C:4]([C:8](=[N:10]O)[CH3:9])[CH:5]=[CH:6][CH:7]=1.Cl.OCC1(OC[C@@H](O)[C@@H](O)[C@H]1O)O>CO.[Pd]>[NH2:10][CH:8]([C:4]1[CH:3]=[C:2]([OH:1])[CH:7]=[CH:6][CH:5]=1)[CH3:9]. Isolated yield 97.3%. The product is C(C)(C)(C)OC(CCN1CC(OCC1)C1=CC=C(C=C1)OCC1=C(C=CC=C1Cl)Cl)=O (3-{2-[4-(2,6-Dichloro-benzyloxy)-phenyl]-morpholin-4-yl}-propionic acid tert-butyl ester). Starting materials: C(C)(C)(C)OC(CCN1CC(OCC1)C1=CC=C(C=C1)O)=O (3-[2-(4-hydroxy-phenyl)-morpholin-4-yl]-propionic acid tert-butyl ester), C(=O)([O-])[O-].[K+].[K+] (K2CO3), ClC1=C(CBr)C(=CC=C1)Cl (2,6-dichlorobenzyl bromide). Solvent: CC#N (CH3CN). Procedure details: A mixture of 3-[2-(4-hydroxy-phenyl)-morpholin-4-yl]-propionic acid tert-butyl ester (5.00 g; 16.3 mmol) and K2CO3 (6.74 g; 48.8 mmol) in CH3CN (100 mL) was stirred for one hour at RT. Subsequently 2,6-dichlorobenzyl bromide (4.29 g; 17.9 mmol) was added and the resulting mixture was stirred overnight at RT. The reaction mixture was partitioned between EtOAc (250 mL) and 5% aqueous NaHCO3 solution (100 mL). The layers were separated and the organic layer was dried (Na2SO4), filtered and concentr... Reaction conditions: time 1 hour. RXN SMILES: [C:1]([O:5][C:6](=[O:22])[CH2:7][CH2:8][N:9]1[CH2:14][CH2:13][O:12][CH:11]([C:15]2[CH:20]=[CH:19][C:18]([OH:21])=[CH:17][CH:16]=2)[CH2:10]1)([CH3:4])([CH3:3])[CH3:2].C([O-])([O-])=O.[K+].[K+].[Cl:29][C:30]1[CH:37]=[CH:36][CH:35]=[C:34]([Cl:38])[C:31]=1[CH2:32]Br>CC#N>[C:1]([O:5][C:6](=[O:22])[CH2:7][CH2:8][N:9]1[CH2:14][CH2:13][O:12][CH:11]([C:15]2[CH:16]=[CH:17][C:18]([O:21][CH2:32][C:31]3[C:30]([Cl:29])=[CH:37][CH:36]=[CH:35][C:34]=3[Cl:38])=[CH:19][CH:20]=2)[CH2:10]1)([CH3:4])([CH3:2])[CH3:3] |f:1.2.3|. Yields the product OC1CCC(CC1)C(=O)OCC (ethyl 4-hydroxycyclohexanecarboxylate). Reported procedure: To a stirred solution of ethyl 4-oxocyclohexanecarboxylate (2.0 g, 12 mmol) in 10 mL of ethanol at 5° C. was added, in portions, 0.5 g (13 mmol) of sodium borohydride. After the mixture was stirred for 30 minutes at 5° C. and 18 hours at room temperature it was diluted with 10 mL of water and acidified to pH 3 with 1N hydrochloric acid. The mixture was extracted with ethyl acetate. After being washed with water and brine the extracts were dried over anhydrous sodium sulfate and concentrated to g... RXN SMILES: [O:1]=[C:2]1[CH2:7][CH2:6][CH:5]([C:8]([O:10][CH2:11][CH3:12])=[O:9])[CH2:4][CH2:3]1.[BH4-].[Na+].Cl>C(O)C.O>[OH:1][CH:2]1[CH2:3][CH2:4][CH:5]([C:8]([O:10][CH2:11][CH3:12])=[O:9])[CH2:6][CH2:7]1 |f:1.2|. Run in O (water), C(C)O (ethanol). The reactants are O=C1CCC(CC1)C(=O)OCC (ethyl 4-oxocyclohexanecarboxylate), [BH4-].[Na+] (sodium borohydride), Cl (hydrochloric acid). Conditions: temperature 5 celsius, time 18 hour. Reactants: C(C)(C1=C(C(=CC(=C1)C(C)(C)C)C(C)(C)C)O)C1=C(C(=CC(=C1)C(C)(C)C)C(C)(C)C)O (2,2'-ethylidenebis(4,6-di-tert-butylphenol)), CN1C(CCC1)=O (1-methyl-2-pyrrolidinone), P(Cl)(Cl)Cl (phosphorus trichloride). The solvent is C1(=CC=CC=C1)C (toluene). Product: ClP1OC2=C(C(C3=C(O1)C(=CC(=C3)C(C)(C)C)C(C)(C)C)C)C=C(C=C2C(C)(C)C)C(C)(C)C (6-Chloro-2,4,8,10-tetra-tert-butyl-12-methyl-dibenzo[d,g][1,3,2]dioxaphosphocin). Yield: 34.8%. Reaction SMILES: [CH:1]([C:18]1[CH:23]=[C:22]([C:24]([CH3:27])([CH3:26])[CH3:25])[CH:21]=[C:20]([C:28]([CH3:31])([CH3:30])[CH3:29])[C:19]=1[OH:32])([C:3]1[CH:8]=[C:7]([C:9]([CH3:12])([CH3:11])[CH3:10])[CH:6]=[C:5]([C:13]([CH3:16])([CH3:15])[CH3:14])[C:4]=1[OH:17])[CH3:2].CN1CCCC1=O.[P:40](Cl)(Cl)[Cl:41]>C1(C)C=CC=CC=1>[Cl:41][P:40]1[O:17][C:4]2[C:5]([C:13]([CH3:16])([CH3:14])[CH3:15])=[CH:6][C:7]([C:9]([CH3:12])([CH3:10])[CH3:11])=[CH:8][C:3]=2[CH:1]([CH3:2])[C:18]2[CH:23]=[C:22]([C:24]([CH3:27])([CH3:26])[CH3:25])[CH:21]=[C:20]([C:28]([CH3:31])([CH3:30])[CH3:29])[C:19]=2[O:32]1. Procedure: To a solution of 50.9 g. (0.12 mol) of 2,2'-ethylidenebis(4,6-di-tert-butylphenol) and 1.73 mL (0.018 mol) of 1-methyl-2-pyrrolidinone in 275 mL of toluene at ambient temperature is added dropwise 15.7 mL (0.18 mol) of phosphorus trichloride. After the addition is complete, the reaction mixture is heated at reflux for 18 hours. After cooling to room temperature, the toluene is removed in vacuo and the residue is then recrystallized twice from 250 mL of acetonitrile. The acetonitrile is decanted ... Reactants: CC(C)(C)OC(=O)Nc1cc(OCC(F)(F)F)ccc1NC(=O)CC(=O)c1cccc(-c2cccnc2)c1, ClCCl, O=C(O)C(F)(F)F. The product is O=C1CC(c2cccc(-c3cccnc3)c2)=Nc2cc(OCC(F)(F)F)ccc2N1. RXN SMILES: [C:1]([O:2][C:3](=[O:4])[NH:7][c:8]1[c:9]([NH:20][C:21]([CH2:22][C:23](=[O:5])[c:24]2[cH:25][c:26](-[c:30]3[cH:31][n:32][cH:33][cH:34][cH:35]3)[cH:27][cH:28][cH:29]2)=[O:37])[cH:10][cH:11][c:12]([O:14][CH2:15][C:16]([F:17])([F:18])[F:19])[cH:13]1)([CH3:6])([CH3:36])[CH3:38].[Cl:46][CH2:47][Cl:48].[F:39][C:40]([F:41])([F:42])[C:43]([OH:44])=[O:45]>>[N:7]1=[C:23]([c:24]2[cH:25][c:26](-[c:30]3[cH:31][n:32][cH:33][cH:34][cH:35]3)[cH:27][cH:28][cH:29]2)[CH2:22][C:21](=[O:37])[NH:20][c:9]2[c:8]1[cH:13][c:12]([O:14][CH2:15][C:16]([F:17])([F:18])[F:19])[cH:11][cH:10]2. Reactants: BrC1=CC=C(C(=O)N(C)[C@H]2[C@@H](CNCC2)C2=C(C=C(C=C2)F)C)C=C1 (4-bromo-N-[(3R*,4R*)-3-(4-fluoro-2-methylphenyl)piperidin-4-yl]-N-methylbenzamide), C(C)(=O)N1CCC(CC1)C(=O)O (1-acetylpiperidine-4-carboxylic acid). The product is C(C)(=O)N1CCC(CC1)C(=O)N1C[C@H]([C@@H](CC1)N(C(C1=CC=C(C=C1)Br)=O)C)C1=C(C=C(C=C1)F)C (N-[(3R*,4R*)-1-[(1-acetylpiperidin-4-yl)carbonyl]-3-(4-fluoro-2-methylphenyl)piperidin-4-yl]-4-bromo-N-methylbenzamide). As a reaction SMILES: [Br:1][C:2]1[CH:25]=[CH:24][C:5]([C:6]([N:8]([C@@H:10]2[CH2:15][CH2:14][NH:13][CH2:12][C@H:11]2[C:16]2[CH:21]=[CH:20][C:19]([F:22])=[CH:18][C:17]=2[CH3:23])[CH3:9])=[O:7])=[CH:4][CH:3]=1.[C:26]([N:29]1[CH2:34][CH2:33][CH:32]([C:35](O)=[O:36])[CH2:31][CH2:30]1)(=[O:28])[CH3:27]>>[C:26]([N:29]1[CH2:30][CH2:31][CH:32]([C:35]([N:13]2[CH2:14][CH2:15][C@@H:10]([N:8]([CH3:9])[C:6](=[O:7])[C:5]3[CH:4]=[CH:3][C:2]([Br:1])=[CH:25][CH:24]=3)[C@H:11]([C:16]3[CH:21]=[CH:20][C:19]([F:22])=[CH:18][C:17]=3[CH3:23])[CH2:12]2)=[O:36])[CH2:33][CH2:34]1)(=[O:28])[CH3:27]. Procedure details: Using the compound obtained in Example 41 and 1-acetylpiperidine-4-carboxylic acid, and by the reaction and purification in the same manner as in Example 3, the title compound was obtained. The reactants are COC(=O)CC(Cc1ccc(-c2ccccc2)cc1)NCP(=O)(OC)OC, CO, [Na+], [OH-]. Yields the product COP(=O)(CNC(CC(=O)O)Cc1ccc(-c2ccccc2)cc1)OC. RXN SMILES: [CH3:1][O:2][C:3]([CH2:4][CH:5]([CH2:6][c:7]1[cH:8][cH:9][c:10](-[c:13]2[cH:14][cH:15][cH:16][cH:17][cH:18]2)[cH:11][cH:12]1)[NH:19][CH2:20][P:21](=[O:22])([O:23][CH3:24])[O:25][CH3:26])=[O:27].[CH3:30][OH:31].[Na+:29].[OH-:28]>>[O:2]=[C:3]([CH2:4][CH:5]([CH2:6][c:7]1[cH:8][cH:9][c:10](-[c:13]2[cH:14][cH:15][cH:16][cH:17][cH:18]2)[cH:11][cH:12]1)[NH:19][CH2:20][P:21](=[O:22])([O:23][CH3:24])[O:25][CH3:26])[OH:27].